This data is from the Open Reaction Database (ORD), a public repository of structured organic reaction records. The task is: describe an organic reaction: reactants, conditions, products, and yield Reactants: CCOC(=O)C(C)(C)Oc1ccc(OCCc2nc(-c3ccc(-c4ncccn4)cc3)oc2C)cc1, C1CCOC1, CCO, [Na+], [OH-]. The product is Cc1oc(-c2ccc(-c3ncccn3)cc2)nc1CCOc1ccc(OC(C)(C)C(=O)O)cc1. As a reaction SMILES: [CH2:1]([CH3:2])[O:3][C:4]([C:5]([CH3:6])([O:7][c:8]1[cH:9][cH:10][c:11]([O:14][CH2:15][CH2:16][c:17]2[n:18][c:19](-[c:23]3[cH:24][cH:25][c:26](-[c:29]4[n:30][cH:31][cH:32][cH:33][n:34]4)[cH:27][cH:28]3)[o:20][c:21]2[CH3:22])[cH:12][cH:13]1)[CH3:35])=[O:36].[CH2:42]1[O:43][CH2:44][CH2:45][CH2:46]1.[CH3:39][CH2:40][OH:41].[Na+:38].[OH-:37]>>[O:3]=[C:4]([C:5]([CH3:6])([O:7][c:8]1[cH:9][cH:10][c:11]([O:14][CH2:15][CH2:16][c:17]2[n:18][c:19](-[c:23]3[cH:24][cH:25][c:26](-[c:29]4[n:30][cH:31][cH:32][cH:33][n:34]4)[cH:27][cH:28]3)[o:20][c:21]2[CH3:22])[cH:12][cH:13]1)[CH3:35])[OH:36].